From a dataset of the Open Reaction Database (ORD), a public repository of structured organic reaction records. describe an organic reaction: reactants, conditions, products, and yield Reactants: NC(=O)CBr, [H-], [Na+], CN(C)C=O, Cc1ccc(S(=O)(=O)n2ccc3nc(NC(=O)OC(C)(C)C)cnc32)cc1. Yields the product Cc1ccc(S(=O)(=O)n2ccc3nc(N(CC(N)=O)C(=O)OC(C)(C)C)cnc32)cc1. As a reaction SMILES: [Br:30][CH2:31][C:32](=[O:33])[NH2:34].[H-:29].[Na+:28].[O:35]=[CH:36][N:37]([CH3:38])[CH3:39].[S:1](=[O:2])(=[O:3])([c:4]1[cH:5][cH:6][c:7]([CH3:8])[cH:9][cH:10]1)[n:11]1[cH:12][cH:13][c:14]2[n:15][c:16]([NH:20][C:21]([O:22][C:23]([CH3:24])([CH3:25])[CH3:26])=[O:27])[cH:17][n:18][c:19]12>>[S:1](=[O:2])(=[O:3])([c:4]1[cH:5][cH:6][c:7]([CH3:8])[cH:9][cH:10]1)[n:11]1[cH:12][cH:13][c:14]2[n:15][c:16]([N:20]([C:21]([O:22][C:23]([CH3:24])([CH3:25])[CH3:26])=[O:27])[CH2:31][C:32](=[O:33])[NH2:34])[cH:17][n:18][c:19]12.